This data is from the Open Reaction Database (ORD), a public repository of structured organic reaction records. The task is: describe an organic reaction: reactants, conditions, products, and yield Reactants: CC(C(C(=CC1=CC2=CC=CC=C2C=C1)N1N=CN=C1)=O)(C)C (4,4-dimethyl-1-(naphth-2-yl)-2-(1,2,4-triazol-1-yl)-1-penten-3-one), [BH4-].[Na+] (sodium borohydride). Run in CO (methanol). Yields the product CC(C(C(=CC1=CC2=CC=CC=C2C=C1)N1N=CN=C1)O)(C)C (4,4-dimethyl-1-(naphth-2-yl)-2-(1,2,4-triazol-1-yl)-1-penten-3-ol). Isolated yield 49.4%. Reaction SMILES: [CH3:1][C:2]([CH3:23])([CH3:22])[C:3](=[O:21])[C:4]([N:16]1[CH:20]=[N:19][CH:18]=[N:17]1)=[CH:5][C:6]1[CH:15]=[CH:14][C:13]2[C:8](=[CH:9][CH:10]=[CH:11][CH:12]=2)[CH:7]=1.[BH4-].[Na+]>CO>[CH3:1][C:2]([CH3:23])([CH3:22])[CH:3]([OH:21])[C:4]([N:16]1[CH:20]=[N:19][CH:18]=[N:17]1)=[CH:5][C:6]1[CH:15]=[CH:14][C:13]2[C:8](=[CH:9][CH:10]=[CH:11][CH:12]=2)[CH:7]=1 |f:1.2|. Reported procedure: 85 g (0.27 mole) of 4,4-dimethyl-1-(naphth-2-yl)-2-(1,2,4-triazol-1-yl)-1-penten-3-one (Example 1) were taken up in 200 ml of methanol, and 6 g of sodium borohydride were added in portions, while stirring and cooling. When the reaction had ended, the reaction mixture was adjusted to pH 6 and concentrated. The residue was taken up in methylene chloride, washed with saturated sodium bicarbonate solution, dried over sodium sulphate, filtered and concentrated. The oily residue was made to crystalliz... Reactants: pyridinium bromide perbromide, CC=1NC(=C(C(C1C(=O)OCCO)C1=CC=CC=C1)C(=O)OCCO)C (bis(2-hydroxyethyl) 2,6-dimethyl-4-phenyl-1,4-dihydropyridine-3,5-dicarboxylate). Run in C(CCl)Cl (ethylene dichloride), N1=CC=CC=C1 (pyridine). Conditions: temperature 0 celsius, time 1 hour. Product: CC1=C(C(C2=C(N1)COC2=O)C2=CC=CC=C2)C(=O)OCCO (2-Hydroxyethyl 2-methyl-4-phenyl-5-oxo-1,4,5,7-tetrahydrofuro[3,4-b]pyridine-3-carboxylate). As a reaction SMILES: C1C=C[NH+]=CC=1.Br[Br-]Br.[CH3:10][C:11]1[NH:12][C:13](C)=[C:14]([C:29]([O:31][CH2:32]CO)=[O:30])[CH:15]([C:23]2[CH:28]=[CH:27][CH:26]=[CH:25][CH:24]=2)[C:16]=1[C:17]([O:19][CH2:20][CH2:21][OH:22])=[O:18]>C(Cl)CCl.N1C=CC=CC=1>[CH3:10][C:11]1[NH:12][C:13]2[CH2:32][O:31][C:29](=[O:30])[C:14]=2[CH:15]([C:23]2[CH:28]=[CH:27][CH:26]=[CH:25][CH:24]=2)[C:16]=1[C:17]([O:19][CH2:20][CH2:21][OH:22])=[O:18] |f:0.1|. Reported procedure: 2.33 grams of 80 percent pyridinium bromide perbromide (1.46 millimoles) was added to a solution of 500 milligrams (1.51 millimoles) of bis(2-hydroxyethyl) 2,6-dimethyl-4-phenyl-1,4-dihydropyridine-3,5-dicarboxylate in 400 milliliters of ethylene dichloride and 1.6 milliliters of pyridine. The resulting mixture was stirred at 0° C. for 1 hour and then heated at reflux temperature for 2 hours. Thereafter, the mixture was cooled to room temperature, the resulting solution washed with 2N hydrochlor...